Dataset: the Open Reaction Database (ORD), a public repository of structured organic reaction records. Task: describe an organic reaction: reactants, conditions, products, and yield Reactants: C(C)NCC (Diethylamine), C(CCl)Cl (EDC), [S-(4-methoxy-phenyl)-pyrimidin-2-yl]-amine, COC1=CC=C(C=C1)C=1C=NC(=NC1)NC1=CC=C(C=C1)CCC(=O)O (3-{4-[5-(4-methoxy-phenyl)-pyrimidin-2-ylamino]-phenyl}-propionic acid), [NH4+].[Cl-] (NH4Cl). The reagents and catalysts are CN(C)C=1C=CN=CC1 (DMAP). The solvent is ClCCl (dichloromethane), CN1CCCC1=O (NMP). Reaction conditions: time 3 hour. Yields the product C(C)N(C(CCC1=CC=C(C=C1)NC1=NC=C(C=N1)C1=CC=C(C=C1)OC)=O)CC (N,N-diethyl-3-{4-[5-(4-methoxy-phenyl)-pyrimidin-2-ylamino]-phenyl}-propionamide). Reaction SMILES: [CH2:1]([NH:3][CH2:4][CH3:5])[CH3:2].C(Cl)CCl.[CH3:10][O:11][C:12]1[CH:17]=[CH:16][C:15]([C:18]2[CH:19]=[N:20][C:21]([NH:24][C:25]3[CH:30]=[CH:29][C:28]([CH2:31][CH2:32][C:33]([OH:35])=O)=[CH:27][CH:26]=3)=[N:22][CH:23]=2)=[CH:14][CH:13]=1.[NH4+].[Cl-]>CN(C1C=CN=CC=1)C.ClCCl.CN1C(=O)CCC1>[CH2:1]([N:3]([CH2:4][CH3:5])[C:33](=[O:35])[CH2:32][CH2:31][C:28]1[CH:27]=[CH:26][C:25]([NH:24][C:21]2[N:22]=[CH:23][C:18]([C:15]3[CH:16]=[CH:17][C:12]([O:11][CH3:10])=[CH:13][CH:14]=3)=[CH:19][N:20]=2)=[CH:30][CH:29]=1)[CH3:2] |f:3.4|. Reported procedure: 4-(3-Diethylamino-propyl)-phenyl]-[S-(4-methoxy-phenyl)-pyrimidin-2-yl]-amine can be prepared by the following procedure. Diethylamine (10 mmol), EDC (25 mmol) and DMAP (0.1 mmol) are dissolved in dichloromethane (3 mL) and added to the crude 3-{4-[5-(4-methoxy-phenyl)-pyrimidin-2-ylamino]-phenyl}-propionic acid dissolved in NMP (from example 5ao) at rt. After 3 h, sat. aq NH4Cl is added and the mixture is extracted with EtOAc. The combined extracts are dryed over anhydrous Na2SO4 and solvent is... The reactants are C(C)N1N=C(C(=C1)C=O)C1CC1 (ethyl 3-cyclopropyl-1H-pyrazole-4-carbaldehyde), C([O-])([O-])=O.[K+].[K+] (potassium carbonate), ClC1=NC=CC(=N1)Cl (2,4-dichloropyrimidine), CN(C=O)C (N,N-dimethylformamide). Run at temperature 60 celsius, time 6 hour. Product: ClC1=NC=CC(=N1)N1N=C(C(=C1)C(=O)OCC)C1CC1 (ethyl 1-(2-chloropyrimidin-4-yl)-3-cyclopropyl-1H-pyrazole-4-carboxylate). Isolated yield 68.0%. As a reaction SMILES: [CH2:1]([N:3]1[CH:7]=[C:6]([CH:8]=[O:9])[C:5]([CH:10]2[CH2:12][CH2:11]2)=[N:4]1)[CH3:2].[C:13](=[O:16])([O-])[O-].[K+].[K+].[Cl:19][C:20]1[N:25]=C(Cl)C=[CH:22][N:21]=1.[CH3:27]N(C)C=O>>[Cl:19][C:20]1[N:25]=[C:1]([N:3]2[CH:7]=[C:6]([C:8]([O:16][CH2:13][CH3:27])=[O:9])[C:5]([CH:10]3[CH2:11][CH2:12]3)=[N:4]2)[CH:2]=[CH:22][N:21]=1 |f:1.2.3|. Procedure details: To a solution of ethyl 3-cyclopropyl-1H-pyrazole-4-carbaldehyde (5.4 g, 30.0 mmol) in 100 mL of anhydrous N,N-dimethylformamide were added potassium carbonate (10.4 g, 75 mmol) and 2,4-dichloropyrimidine (7.1 g, 30.0 mmol) at room temperature. The resulting suspension was stirred for 6 hours at 60° C. with monitoring a reaction with LC-MS or thin layer chromatography (TLC). Volatiles were removed and the residue was extracted with dichloromethane. The collected organic layer was washed with brin... Starting materials: C(C)(C)(C)OC(NC1(COC(OC1)(C)C)CCC1=CC(=C(C=C1)OCCCC1=CC2=C(C=C1)OCO2)C(F)(F)F)=O ([2,2-dimethyl-5-(2-{4-[3-(3,4-methylenedioxyphenyl)propoxy]-3-trifluoromethylphenyl}ethyl)-1,3-dioxan-5-yl]carbamic acid t-butyl ester), Cl (hydrochloric acid). The solvent is C(C)O (ethanol). Run at temperature 80 celsius, time 2 hour. The product is Cl.NC(CO)(CO)CCC1=CC(=C(C=C1)OCCCC1=CC2=C(C=C1)OCO2)C(F)(F)F (2-amino-2-(2-{4-[3-(3,4-methylenedioxyphenyl)propoxy]-3-trifluoromethylphenyl}ethyl)propane-1,3-diol hydrochloride). As a reaction SMILES: C(OC(=O)[NH:7][C:8]1([CH2:16][CH2:17][C:18]2[CH:23]=[CH:22][C:21]([O:24][CH2:25][CH2:26][CH2:27][C:28]3[CH:33]=[CH:32][C:31]4[O:34][CH2:35][O:36][C:30]=4[CH:29]=3)=[C:20]([C:37]([F:40])([F:39])[F:38])[CH:19]=2)[CH2:13][O:12]C(C)(C)[O:10][CH2:9]1)(C)(C)C.[ClH:42]>C(O)C>[ClH:42].[NH2:7][C:8]([CH2:16][CH2:17][C:18]1[CH:23]=[CH:22][C:21]([O:24][CH2:25][CH2:26][CH2:27][C:28]2[CH:33]=[CH:32][C:31]3[O:34][CH2:35][O:36][C:30]=3[CH:29]=2)=[C:20]([C:37]([F:40])([F:39])[F:38])[CH:19]=1)([CH2:9][OH:10])[CH2:13][OH:12] |f:3.4|. Reported procedure: Compound 21-3 (860 mg) was dissolved in ethanol (15 ml), concentrated hydrochloric acid (1.5 ml) was added, and the mixture was stirred at 80° C. for 2 hr. The reaction mixture was concentrated, and the residue was washed with diethyl ether to give the object product (570 mg) as a white powder. Reactants: [OH-].[Na+] (sodium hydroxide), Cl (hydrochloric acid), ClC=1C=C2C(CC(OC2=CC1)=O)C1=CC=CC=C1 (6-Chloro-4-phenyl-3,4-dihydrocoumarin), [OH-].[Na+] (sodium hydroxide), S(=O)(=O)(OC)OC (dimethyl sulphate). Run in O (water), O (water). Reaction conditions: temperature 25 celsius. Product: ClC=1C=CC(=C(C1)C(CC(=O)O)C1=CC=CC=C1)OC (3-(5-chloro-2-methoxyphenyl)-3-phenyl propionic acid). As a reaction SMILES: [Cl:1][C:2]1[CH:3]=[C:4]2[C:9](=[CH:10][CH:11]=1)[O:8][C:7](=[O:12])[CH2:6][CH:5]2[C:13]1[CH:18]=[CH:17][CH:16]=[CH:15][CH:14]=1.[OH-].[Na+].S([O:26][CH3:27])(OC)(=O)=O.Cl>O>[Cl:1][C:2]1[CH:11]=[CH:10][C:9]([O:26][CH3:27])=[C:4]([CH:5]([C:13]2[CH:18]=[CH:17][CH:16]=[CH:15][CH:14]=2)[CH2:6][C:7]([OH:12])=[O:8])[CH:3]=1 |f:1.2|. Reported procedure: 6-Chloro-4-phenyl-3,4-dihydrocoumarin (435 g, 1.68 mol. Preparation: T. Manimaran & V. T. Ramakrishnan, Ind. J. Chem. B 18 (1979) 328) is added to a hot solution of sodium hydroxide (140 g, 3.5 mol) in water (500 ml). The solution is chilled to 25° C. and dimethyl sulphate (442 g, 3.5 mol) is added dropwise during 1 h with stirring and cooling at 25°-35° C. The mixture is stirred for an additional 2 h whereupon a solution of 100 g of sodium hydroxide in 500 ml of water is added and the mixture i... Run in C(C)O (ethanol), O (water). Reported procedure: To a mixture of ethyl 5-[4-({4-[({4-[(E)-2-(diethoxyphosphoryl)ethenyl]-1-phenyl-1H-pyrazol-3-yl}oxy)methyl]-2-methoxyphenoxy}methyl)-5-methyl-1,3-oxazol-2-yl]thiophene-2-carboxylate (1.05 g), tetrahydrofuran (5 mL) and ethanol (5 mL) was added 1N aqueous sodium hydroxide solution (5 mL), and the mixture was heated under reflux for 30 min. To the reaction mixture were added 1N hydrochloric acid (5 mL) and water, and the mixture was extracted with ethyl acetate. The organic layer was washed with ... The reactants are C(C)OP(=O)(OCC)/C=C/C=1C(=NN(C1)C1=CC=CC=C1)OCC1=CC(=C(OCC=2N=C(OC2C)C2=CC=C(S2)C(=O)OCC)C=C1)OC (ethyl 5-[4-({4-[({4-[(E)-2-(diethoxyphosphoryl)ethenyl]-1-phenyl-1H-pyrazol-3-yl}oxy)methyl]-2-methoxyphenoxy}methyl)-5-methyl-1,3-oxazol-2-yl]thiophene-2-carboxylate), O1CCCC1 (tetrahydrofuran), [OH-].[Na+] (sodium hydroxide), Cl (hydrochloric acid). RXN SMILES: [CH2:1]([O:3][P:4](/[CH:9]=[CH:10]/[C:11]1[C:12]([O:22][CH2:23][C:24]2[CH:47]=[CH:46][C:27]([O:28][CH2:29][C:30]3[N:31]=[C:32]([C:36]4[S:40][C:39]([C:41]([O:43]CC)=[O:42])=[CH:38][CH:37]=4)[O:33][C:34]=3[CH3:35])=[C:26]([O:48][CH3:49])[CH:25]=2)=[N:13][N:14]([C:16]2[CH:21]=[CH:20][CH:19]=[CH:18][CH:17]=2)[CH:15]=1)([O:6][CH2:7][CH3:8])=[O:5])[CH3:2].O1CCCC1.[OH-].[Na+].Cl>O.C(O)C>[CH2:7]([O:6][P:4](/[CH:9]=[CH:10]/[C:11]1[C:12]([O:22][CH2:23][C:24]2[CH:47]=[CH:46][C:27]([O:28][CH2:29][C:30]3[N:31]=[C:32]([C:36]4[S:40][C:39]([C:41]([OH:43])=[O:42])=[CH:38][CH:37]=4)[O:33][C:34]=3[CH3:35])=[C:26]([O:48][CH3:49])[CH:25]=2)=[N:13][N:14]([C:16]2[CH:21]=[CH:20][CH:19]=[CH:18][CH:17]=2)[CH:15]=1)([O:3][CH2:1][CH3:2])=[O:5])[CH3:8] |f:2.3|. Yields the product C(C)OP(=O)(OCC)/C=C/C=1C(=NN(C1)C1=CC=CC=C1)OCC1=CC(=C(OCC=2N=C(OC2C)C2=CC=C(S2)C(=O)O)C=C1)OC (5-[4-({4-[({4-[(E)-2-(diethoxyphosphoryl)ethenyl]-1-phenyl-1H-pyrazol-3-yl}oxy)methyl]-2-methoxyphenoxy}methyl)-5-methyl-1,3-oxazol-2-yl]thiophene-2-carboxylic acid). The yield is 25.8%.